This data is from the Open Reaction Database (ORD), a public repository of structured organic reaction records. The task is: describe an organic reaction: reactants, conditions, products, and yield Reactants: BrCC(=O)C1=CC(=CC=C1)Cl (2-Bromo-1-(3-chlorophenyl)ethanone), C1N2CN3CN1CN(C2)C3 (hexamethylenetetramine), Cl (hydrochloric acid). Solvent: C(Cl)(Cl)Cl (CHCl3), C(C)O (ethanol). Run at temperature 55 celsius. Product: Cl (HCl), NCC(=O)C1=CC(=CC=C1)Cl (2-Amino-1-(3-chlorophenyl)ethanone). Isolated yield 239.4%. RXN SMILES: Br[CH2:2][C:3]([C:5]1[CH:10]=[CH:9][CH:8]=[C:7]([Cl:11])[CH:6]=1)=[O:4].C1N2CN3CN(C2)C[N:13]1C3.Cl>C(Cl)(Cl)Cl.C(O)C>[ClH:11].[NH2:13][CH2:2][C:3]([C:5]1[CH:10]=[CH:9][CH:8]=[C:7]([Cl:11])[CH:6]=1)=[O:4]. Procedure details: 2-Bromo-1-(3-chlorophenyl)ethanone (2.0 g, 8.57 mmol) was added to a solution of hexamethylenetetramine (1.201 g, 8.57 mmol) in CHCl3 (60 mL), and the resulting mixture was heated at 55° C. for 1 hour. The mixture was cooled to room temperature, and the white precipitate was collected by filtration, washed with CHCl3, and dried in vacuo to afford 3.1 g. This white solid was suspended in a mixture of ethanol (50 mL) and hydrochloric acid (0.25 mL, 8.30 mmol) and heated at 105° C. for 1.5 hours. T... Starting materials: BrC=1N=C(C(=NC1CC)N[C@H]1[C@H](CC2=CC=CC=C12)O)CC ((1R,2S)-1-[(5-bromo-3,6-diethylpyrazin-2-yl)amino]-2,3-dihydro-1H-inden-2-ol), C(C)C=1C(=NC(=CN1)CC)NC1CCC2=CC=C(C=C12)OC (3,6-diethyl-N-(6-methoxy-2,3-dihydro-1H-inden-1-yl)pyrazin-2-amine). The product is BrC=1N=C(C(=NC1CC)NC1CCC2=CC=C(C=C12)OC)CC (5-bromo-3,6-diethyl-N-(6-methoxy-2,3-dihydro-1H-inden-1-yl)pyrazin-2-amine). As a reaction SMILES: [Br:1][C:2]1[N:3]=[C:4]([CH2:21][CH3:22])[C:5]([NH:10][C@@H:11]2[C:19]3[C:14](=[CH:15][CH:16]=[CH:17][CH:18]=3)[CH2:13][C@@H:12]2O)=[N:6][C:7]=1[CH2:8][CH3:9].C(C1C(NC2C3C(=CC=[C:40]([O:43]C)C=3)CC2)=NC(CC)=CN=1)C>>[Br:1][C:2]1[N:3]=[C:4]([CH2:21][CH3:22])[C:5]([NH:10][CH:11]2[C:19]3[C:14](=[CH:15][CH:16]=[C:17]([O:43][CH3:40])[CH:18]=3)[CH2:13][CH2:12]2)=[N:6][C:7]=1[CH2:8][CH3:9]. Reported procedure: Following the procedure for the preparation of (1R,2S)-1-[(5-bromo-3,6-diethylpyrazin-2-yl)amino]-2,3-dihydro-1H-inden-2-ol but substituting 3,6-diethyl-N-(6-methoxy-2,3-dihydro-1H-inden-1-yl)pyrazin-2-amine and making non-critical variations provided the title compound as a oil: 1H NMR (CDCl3) δ 1.27-1.31, 1.86, 2.58, 2.75, 2.83, 2.85, 2.97, 3.80, 4.54, 5.67, 6.83-6.88, 7.20; HRMS (FAB) calcd for C18H22BrN3O+H 376.1025, found 376.1020. Anal. Calcd for C18H22BrN3O: C, 57.45; H, 5.89; N, 11.17; B... The reactants are CCN=C=NCCCN(C)C.Cl (EDCI hydrochloride), C1(CC1)COC1=C(C=CC=C1OC)/C=C/C=1N=C2SC=CN2C1C(=O)O (6-{(E)-2-[2-(Cyclopropylmethoxy)-3-methoxyphenyl]vinyl}imidazo[2,1-b][1,3]thiazole-5-carboxylic acid), FC(C=1N=C(SC1)N)(F)F (4-(trifluoromethyl)-1,3-thiazol-2-amine). Reagents/catalysts: CN(C)C=1C=CN=CC1 (DMAP). The solvent is C(Cl)Cl (DCM), CN(C)C=O (DMF). Yields the product C1(CC1)COC1=C(C=CC=C1OC)/C=C/C=1N=C2SC=CN2C1C(=O)NC=1SC=C(N1)C(F)(F)F (6-[(E)-2-(2-Cyclopropylmethoxy-3-methoxyphenyl)vinyl]-N-[4-(trifluoromethyl)-1,3-thiazol-2-yl]imidazo[2,1-b][1,3]thiazole-5-carboxamide), product. As a reaction SMILES: [CH:1]1([CH2:4][O:5][C:6]2[C:11]([O:12][CH3:13])=[CH:10][CH:9]=[CH:8][C:7]=2/[CH:14]=[CH:15]/[C:16]2[N:17]=[C:18]3[N:22]([C:23]=2[C:24]([OH:26])=O)[CH:21]=[CH:20][S:19]3)[CH2:3][CH2:2]1.[F:27][C:28]([F:36])([F:35])[C:29]1[N:30]=[C:31]([NH2:34])[S:32][CH:33]=1.CCN=C=NCCCN(C)C.Cl>CN(C1C=CN=CC=1)C.C(Cl)Cl.CN(C=O)C>[CH:1]1([CH2:4][O:5][C:6]2[C:11]([O:12][CH3:13])=[CH:10][CH:9]=[CH:8][C:7]=2/[CH:14]=[CH:15]/[C:16]2[N:17]=[C:18]3[N:22]([C:23]=2[C:24]([NH:34][C:31]2[S:32][CH:33]=[C:29]([C:28]([F:36])([F:35])[F:27])[N:30]=2)=[O:26])[CH:21]=[CH:20][S:19]3)[CH2:2][CH2:3]1 |f:2.3|. Procedure details: The title compound was prepared according to the general procedure (Method B) by coupling Intermediate 1 (200 mg, 0.539 mmol) with 4-(trifluoromethyl)-1,3-thiazol-2-amine (100 mg, 0.593 mmol) in the presence of EDCI hydrochloride (206 mg, 1.079 mmol) and DMAP (99 mg, 0.809 mmol) in a mixture of DCM and DMF (4:1, 5 mL) to give 72 mg of the product as an off-white solid; 1H NMR (300 MHz, DMSO-d6) δ 0.24-0.26 (m, 2H), 0.47-0.49 (m, 2H), 1.15-1.18 (m, 1H), 3.75 (d, J=6.9 Hz, 2H), 3.79 (s, 3H), 6.96-... The reactants are O=C(Br)CBr, CN(C)c1ccccc1, CO, ClCCl, Cl, Cl, Cc1cc(C(F)(F)F)c(N)c(C)n1, N. The product is Cc1cc(C(F)(F)F)c(NC(=O)CBr)c(C)n1. As a reaction SMILES: [Br:26][CH2:27][C:28](=[O:29])[Br:30].[CH3:17][N:18]([c:19]1[cH:20][cH:21][cH:22][cH:23][cH:24]1)[CH3:25].[CH3:31][OH:32].[Cl:33][CH2:34][Cl:35].[ClH:1].[ClH:2].[NH2:3][c:4]1[c:5]([CH3:15])[n:6][c:7]([CH3:14])[cH:8][c:9]1[C:10]([F:11])([F:12])[F:13].[NH3:16]>>[NH:3]([c:4]1[c:5]([CH3:15])[n:6][c:7]([CH3:14])[cH:8][c:9]1[C:10]([F:11])([F:12])[F:13])[C:28]([CH2:27][Br:26])=[O:29]. The reactants are C(C)[C@]12[C@H](CC[C@H]2[C@H]2[C@H](CC1)C=1CCC(CC1CC2)=O)O (13β-ethyl-17β-hydroxy-gon-5(10)-en-3-one), CO (methanol), Cl (hydrochloric acid). Run in O (water). The product is C(C)[C@]12[C@H](CC[C@H]2[C@H]2[C@H](CC1)[C@H]1CCC(C=C1CC2)=O)O (13β-ethyl-17β-hydroxy-gon-4-en-3-one). The yield is 66.7%. As a reaction SMILES: [CH2:1]([C@:3]12[CH2:11][CH2:10][C@@H:9]3[C:12]4[CH2:13][CH2:14][C:15](=[O:20])[CH2:16][C:17]=4[CH2:18][CH2:19][C@H:8]3[C@@H:7]1[CH2:6][CH2:5][C@@H:4]2[OH:21])[CH3:2].CO.Cl>O>[CH2:1]([C@:3]12[CH2:11][CH2:10][C@@H:9]3[C@@H:12]4[C:17]([CH2:18][CH2:19][C@H:8]3[C@@H:7]1[CH2:6][CH2:5][C@@H:4]2[OH:21])=[CH:16][C:15](=[O:20])[CH2:14][CH2:13]4)[CH3:2]. Procedure: Stir 13β-ethyl-17β-hydroxy-gon-5(10)-en-3-one (300 mg.) for 2 hours under nitrogen at room temperature with methanol (10 cc.)-11N hydrochloric acid (0.5 cc.)-water (0.3 cc.). Add sodium bicarbonate (2 g.) and ether (50cc.), filter the mixture, evaporate the ether and recrystallize the residue from ethyl acetate-ether to give 13β-ethyl-17β-hydroxy-gon-4-en-3-one (0.2 g.), m.p. 147°-149°; ultraviolet absorption peak at 242 mμ (ε 17,600); infrared absorption peaks at 2.78, 2.90, 6.02, 6.17. Starting materials: CO, [Na+], CCCSc1c(C(=O)NC2CCOCC2)cnn1-c1ccc(C(=O)OC)cc1, [OH-]. Product: CCCSc1c(C(=O)NC2CCOCC2)cnn1-c1ccc(C(=O)O)cc1. RXN SMILES: [CH3:31][OH:32].[Na+:30].[O:1]1[CH2:2][CH2:3][CH:4]([NH:7][C:8](=[O:9])[c:10]2[cH:11][n:12][n:13](-[c:19]3[cH:20][cH:21][c:22]([C:23](=[O:24])[O:25][CH3:26])[cH:27][cH:28]3)[c:14]2[S:15][CH2:16][CH2:17][CH3:18])[CH2:5][CH2:6]1.[OH-:29]>>[O:1]1[CH2:2][CH2:3][CH:4]([NH:7][C:8](=[O:9])[c:10]2[cH:11][n:12][n:13](-[c:19]3[cH:20][cH:21][c:22]([C:23](=[O:24])[OH:25])[cH:27][cH:28]3)[c:14]2[S:15][CH2:16][CH2:17][CH3:18])[CH2:5][CH2:6]1.